From a dataset of the Open Reaction Database (ORD), a public repository of structured organic reaction records. describe an organic reaction: reactants, conditions, products, and yield The reactants are ClS(=O)(=O)N=C=O (chlorosulfonyl isocyanate), C(=O)O (formic acid), NC1=CC2=CC=C(C=C2C=C1)Br (2-amino-6-bromonaphthalene), C(C)(=O)OCC (ethyl acetate). Solvent: C1=CC=CC=C1 (benzene), C1=CC=CC=C1 (benzene). Conditions: time 19.5 hour. The product is BrC1=CC2=CC=C(C=C2C=C1)NS(N)(=O)=O (2-bromo-6-sulfamoylaminonaphthalene). Reaction SMILES: Cl[S:2]([N:5]=C=O)(=[O:4])=[O:3].C(O)=O.[NH2:11][C:12]1[CH:21]=[CH:20][C:19]2[C:14](=[CH:15][CH:16]=[C:17]([Br:22])[CH:18]=2)[CH:13]=1.C(OCC)(=O)C>C1C=CC=CC=1>[Br:22][C:17]1[CH:16]=[CH:15][C:14]2[C:19](=[CH:20][CH:21]=[C:12]([NH:11][S:2](=[O:4])(=[O:3])[NH2:5])[CH:13]=2)[CH:18]=1. Reported procedure: A solution of chlorosulfonyl isocyanate (870 μl, WAKO) in benzene (10 ml) was added dropwise with formic acid (377 μl, WAKO) under ice cooling, warmed to room temperature, stirred and for 19.5 hours, then warmed to 40° C., and further stirred for 4 hours. The reaction mixture was added dropwise with a solution of 2-amino-6-bromonaphthalene (443 mg) in benzene (5 ml) under ice cooling, warmed to room temperature, and stirred 21.5 hours. The reaction mixture was filtered to obtain solid, and the s... Starting materials: [H-].[Na+] (sodium hydride), C(C1=CC=CC=C1)C1CCN(CC1)C=1NC2=CC=C(C=C2C1)C(=O)N (4-benzylpiperidinyl indole-5-carboxamide), CN(C)C=O (DMF), BrCOC(C)=O (bromomethylacetate). Reaction conditions: temperature 0 celsius, time 1 hour. Product: CCC(=O)NC(=O)C=1C=C2C=C(NC2=CC1)N1CCC(CC1)CC1=CC=CC=C1 (N-methylacetyl-4-Benzylpiperidinyl indole-5-carboxamide). Yield: 92.0%. RXN SMILES: [CH2:1]([CH:8]1[CH2:13][CH2:12][N:11]([C:14]2[NH:15][C:16]3[C:21]([CH:22]=2)=[CH:20][C:19]([C:23]([NH2:25])=[O:24])=[CH:18][CH:17]=3)[CH2:10][CH2:9]1)[C:2]1[CH:7]=[CH:6][CH:5]=[CH:4][CH:3]=1.[H-].[Na+].BrC[O:30][C:31](=O)[CH3:32].[CH3:34]N(C=O)C>>[CH3:34][CH2:32][C:31]([NH:25][C:23]([C:19]1[CH:20]=[C:21]2[C:16](=[CH:17][CH:18]=1)[NH:15][C:14]([N:11]1[CH2:10][CH2:9][CH:8]([CH2:1][C:2]3[CH:3]=[CH:4][CH:5]=[CH:6][CH:7]=3)[CH2:13][CH2:12]1)=[CH:22]2)=[O:24])=[O:30] |f:1.2|. Procedure: 1.95 g (6.13 mmol) of 4-benzylpiperidinyl indole-5-carboxamide was dissolved in 30 mL dry DMF and was treated with 320 mg (8 mmol, 60% suspension in oil) sodium hydride for 30 minutes. The reaction mixture was cooled to 0° C. and 1.225 g (8 mmol) bromomethylacetate was added and stirring continued for 1 h at 0° C. The ice-bath was removed and stirring continued for another 6 h at room temperature. The reaction was quenched by the addition of sat. ammonium chloride solution, diluted with water an... Starting materials: COC(=O)CC(CSC(C)=O)C(=O)O, CC(=O)SCC(CC(N)=O)C(=O)O, CC(=O)SCC(CC(N)=O)CN1CCCC1C(=O)O. The product is CC(=O)SCC(CC(N)=O)C(=O)N1CCCC1C(=O)O. RXN SMILES: [C:14]([S:15][CH2:16][CH:17]([CH2:18][C:19]([O:20][CH3:21])=[O:22])[C:23]([OH:24])=[O:25])(=[O:26])[CH3:27].[C:1]([CH3:2])(=[O:3])[S:4][CH2:5][CH:6]([C:7](=[O:8])[OH:9])[CH2:10][C:11]([NH2:12])=[O:13].[C:28]([CH2:29][CH:30]([CH2:31][S:32][C:33](=[O:42])[CH3:43])[CH2:44][N:34]1[CH:35]([C:36](=[O:37])[OH:38])[CH2:39][CH2:40][CH2:41]1)(=[O:45])[NH2:46]>>[C:1]([CH3:2])(=[O:3])[S:4][CH2:5][CH:6]([C:7](=[O:9])[N:34]1[CH:35]([C:36](=[O:37])[OH:38])[CH2:39][CH2:40][CH2:41]1)[CH2:10][C:11]([NH2:12])=[O:13].